Dataset: the Open Reaction Database (ORD), a public repository of structured organic reaction records. Task: describe an organic reaction: reactants, conditions, products, and yield Reactants: C([C@@H]1[C@H]([C@@H]([C@H]([C@H](O1)O[C@]2([C@H]([C@@H]([C@H](O2)CO)O)O)CO)O)O)O)O.O (sucrose water), OCC(=O)[C@@H](O)[C@H](O)[C@H](O)CO (fructose), C([C@@H]1[C@H]([C@@H]([C@H]([C@H](O1)O[C@]2([C@H]([C@@H]([C@H](O2)CO)O)O)CO)O)O)O)O.O (sucrose water), C1(=CC(O)=CC(O)=C1)C=CC1=CC=C(O)C=C1 (resveratrol). Conditions: temperature 90 celsius. Yields the product C1(=CC(O)=CC(O)=C1)C=CC1=CC=C(O)C=C1.C([C@@H]1[C@H]([C@@H]([C@H]([C@H](O1)O[C@]2([C@H]([C@@H]([C@H](O2)CO)O)O)CO)O)O)O)O.O (resveratrol sucrose water). RXN SMILES: [CH2:1]([OH:23])[C@H:2]1[O:7][C@H:6]([O:8][C@:9]2([CH2:18][OH:19])[O:13][C@H:12]([CH2:14][OH:15])[C@@H:11]([OH:16])[C@@H:10]2[OH:17])[C@H:5]([OH:20])[C@@H:4]([OH:21])[C@@H:3]1[OH:22].O.[C:25]1([CH:33]=[CH:34][C:35]2[CH:41]=[CH:40][C:38]([OH:39])=[CH:37][CH:36]=2)[CH:32]=[C:30]([OH:31])[CH:29]=[C:27]([OH:28])[CH:26]=1.[OH:42]CC([C@H]([C@@H]([C@@H](CO)O)O)O)=O>>[C:25]1([CH:33]=[CH:34][C:35]2[CH:41]=[CH:40][C:38]([OH:39])=[CH:37][CH:36]=2)[CH:32]=[C:30]([OH:31])[CH:29]=[C:27]([OH:28])[CH:26]=1.[CH2:1]([OH:23])[C@H:2]1[O:7][C@H:6]([O:8][C@:9]2([CH2:18][OH:19])[O:13][C@H:12]([CH2:14][OH:15])[C@@H:11]([OH:16])[C@@H:10]2[OH:17])[C@H:5]([OH:20])[C@@H:4]([OH:21])[C@@H:3]1[OH:22].[OH2:42] |f:0.1,4.5.6|. Procedure details: In another experiment, various sucrose/water mixtures were heated to boiling point. Reservatrol was added to each sucrose/water solution. On heating the mixtures to about 90° C., the mixtures formed thick yellow syrups, similar to mixtures of resveratrol and 90% fructose/10% dextrose m/m syrup. On cooling, resveratrol/sucrose/water mixtures formed crystalline solids composed of small crystals; in contrast, the sucrose/water solution formed a crystalline solid composed of large crystals. All resv...